Dataset: the Open Reaction Database (ORD), a public repository of structured organic reaction records. Task: describe an organic reaction: reactants, conditions, products, and yield Starting materials: BrC=1C=C2C(=CC=NC2=CC1)Cl (6-bromo-4-chloro-quinoline), BrC=1C=C2C(=CC=NC2=CC1)Cl (6-bromo-4-chloro-quinoline), C(C)NCC (diethylamine), C([O-])([O-])=O.[K+].[K+] (potassium carbonate), C(C)NCC (diethylamine). The solvent is O (water), C(C)O (ethanol). Conditions: temperature 100 celsius, time 15 hour. Product: BrC=1C=C2C(=CC=NC2=CC1)N(CC)CC ((6-bromo-quinolin-4-yl)-diethylamine). Yield: 17.4%. As a reaction SMILES: [Br:1][C:2]1[CH:3]=[C:4]2[C:9](=[CH:10][CH:11]=1)[N:8]=[CH:7][CH:6]=[C:5]2Cl.[CH2:13]([NH:15][CH2:16][CH3:17])[CH3:14].C(=O)([O-])[O-].[K+].[K+]>C(O)C.O>[Br:1][C:2]1[CH:3]=[C:4]2[C:9](=[CH:10][CH:11]=1)[N:8]=[CH:7][CH:6]=[C:5]2[N:15]([CH2:16][CH3:17])[CH2:13][CH3:14] |f:2.3.4|. Procedure: To a mixture of 6-bromo-4-chloro-quinoline (0.900 g, 3.71 mmol) and diethylamine (1.364 g, 18.56 mmol) in ethanol (10 mL) was added potassium carbonate (2.56 g, 18.56 mmol) at room temperature. Then, the reaction mixture was stirred for 15 h in a sealed tube. TLC analysis of the reaction mixture indicated the presence of lot of 6-bromo-4-chloro-quinoline and another 2 mL of diethylamine was added and heated to 100° C. and stirred for 15 h. After cooling to room temperature, the reaction mixture ... Starting materials: CC#N, BrCc1ccc(OC(C2CCCCC2)C2CCCCC2)cc1, Nc1ccncc1. The product is [Br-], Nc1cc[n+](Cc2ccc(OC(C3CCCCC3)C3CCCCC3)cc2)cc1. Reaction SMILES: [CH3:30][C:31]#[N:32].[CH:1]1([CH:7]([O:8][c:9]2[cH:10][cH:11][c:12]([CH2:13][Br:14])[cH:15][cH:16]2)[CH:17]2[CH2:18][CH2:19][CH2:20][CH2:21][CH2:22]2)[CH2:2][CH2:3][CH2:4][CH2:5][CH2:6]1.[NH2:23][c:24]1[cH:25][cH:26][n:27][cH:28][cH:29]1>>[Br-:14].[CH:1]1([CH:7]([O:8][c:9]2[cH:10][cH:11][c:12]([CH2:13][n+:27]3[cH:26][cH:25][c:24]([NH2:23])[cH:29][cH:28]3)[cH:15][cH:16]2)[CH:17]2[CH2:18][CH2:19][CH2:20][CH2:21][CH2:22]2)[CH2:2][CH2:3][CH2:4][CH2:5][CH2:6]1. Run in C1CCOC1 (THF). Run at time 8 hour. The reactants are FC(C=1C=C(C=C(C1)C(F)(F)F)N1N=CC=2C1=NC=NC2Cl)(F)F (1-(3,5-Bis-trifluoromethyl-phenyl)-4-chloro-1H-pyrazolo[3,4-d]pyrimidine), C(C)(C)(C)OC(=O)N1CCC(CC1)O (4-hydroxy-piperidine-1-carboxylic acid tert-butyl ester), [H-].[Na+] (NaH). RXN SMILES: [F:1][C:2]([F:24])([F:23])[C:3]1[CH:4]=[C:5]([N:13]2[C:17]3=[N:18][CH:19]=[N:20][C:21](Cl)=[C:16]3[CH:15]=[N:14]2)[CH:6]=[C:7]([C:9]([F:12])([F:11])[F:10])[CH:8]=1.[C:25]([O:29][C:30]([N:32]1[CH2:37][CH2:36][CH:35]([OH:38])[CH2:34][CH2:33]1)=[O:31])([CH3:28])([CH3:27])[CH3:26].[H-].[Na+]>C1COCC1>[C:25]([O:29][C:30]([N:32]1[CH2:37][CH2:36][CH:35]([O:38][C:21]2[N:20]=[CH:19][N:18]=[C:17]3[N:13]([C:5]4[CH:4]=[C:3]([C:2]([F:24])([F:23])[F:1])[CH:8]=[C:7]([C:9]([F:12])([F:11])[F:10])[CH:6]=4)[N:14]=[CH:15][C:16]=23)[CH2:34][CH2:33]1)=[O:31])([CH3:28])([CH3:26])[CH3:27] |f:2.3|. Product: C(C)(C)(C)OC(=O)N1CCC(CC1)OC1=C2C(=NC=N1)N(N=C2)C2=CC(=CC(=C2)C(F)(F)F)C(F)(F)F (4-[1-(3,5-Bis-trifluoromethyl-phenyl)-1H-pyrazolo[3,4-d]pyrimidin-4-yloxy]-piperidine-1-carboxylic acid tert-butyl ester). Procedure details: 1-(3,5-Bis-trifluoromethyl-phenyl)-4-chloro-1H-pyrazolo[3,4-d]pyrimidine (73 mg, 0.2 mmole), 4-hydroxy-piperidine-1-carboxylic acid tert-butyl ester (0.3 mmole, 1.5 eq) and NaH (1.2 mmol, 6 eq) were dissolved in THF (3 mL) and then stirred at room temperature overnight. THF solvent was removed in vacuo and the oily solid residue was re-dissolved in water and extracted with ethyl acetate provided compound A46 as greenish yellow oil (111 mg, 90%). 1H NMR (CDCl3, 400 MHz) δ 1.48 (s, 9H), 1.88–1.84 ... The product is C(C)(C)(C)OC(NC[C@@H]1CC[C@H](CC1)NCC1=CNC=2N=CC=3N(C21)C=NN3)=O (tert-butyl(trans-4-((6H-pyrrolo[2,3-e][1,2,4]triazolo[4,3-a]pyrazin-8-yl)methylamino)cyclohexyl)methylcarbamate). Run in CN(C)C=O (DMF), C1CCOC1 (THF), O (water). Starting materials: [BH-](OC(=O)C)(OC(=O)C)OC(=O)C.[Na+] (Na(OAc)3BH), N[C@@H]1CC[C@H](CC1)CNC(OC(C)(C)C)=O (tert-Butyl trans-4-aminocyclohexylmethylcarbamate), C1=NN=C2N1C1=C(N=C2)NC=C1C=O (6H-pyrrolo[2,3-e][1,2,4]triazolo[4,3-a]pyrazine-8-carbaldehyde), [BH-](OC(=O)C)(OC(=O)C)OC(=O)C.[Na+] (Na(OAc)3BH), C(C)(=O)O[BH-](OC(C)=O)OC(C)=O.[Na+] (Sodium triacetoxyborohydride), C(=O)(O)[O-].[Na+].O (NaHCO3 water). Isolated yield 55.4%. Run at time 90 minute. Procedure details: tert-Butyl trans-4-aminocyclohexylmethylcarbamate (0.059 g, 0.258 mmol, AMRI) was added to a mixture of 6H-pyrrolo[2,3-e][1,2,4]triazolo[4,3-a]pyrazine-8-carbaldehyde (0.0403 g, 0.215 mmol, Preparation #38) and THF (1.0 mL). The mixture was stirred at ambient temperature for about 90 min. Sodium triacetoxyborohydride (0.068 g, 0.32 mmol) was added. After about 3 h, DMF (0.500 mL) was added. After about 15 h, Na(OAc)3BH (0.091 g, 0.43 mmol) was added. After about 24 h, Na(OAc)3BH (0.091 g, 0.43 m... Reaction SMILES: [NH2:1][C@H:2]1[CH2:7][CH2:6][C@H:5]([CH2:8][NH:9][C:10](=[O:16])[O:11][C:12]([CH3:15])([CH3:14])[CH3:13])[CH2:4][CH2:3]1.[CH:17]1[N:21]2[C:22]3[C:28]([CH:29]=O)=[CH:27][NH:26][C:23]=3[N:24]=[CH:25][C:20]2=[N:19][N:18]=1.C(O[BH-](OC(=O)C)OC(=O)C)(=O)C.[Na+].C([O-])(O)=O.[Na+].O>O.CN(C=O)C.C1COCC1>[C:12]([O:11][C:10](=[O:16])[NH:9][CH2:8][C@H:5]1[CH2:6][CH2:7][C@H:2]([NH:1][CH2:29][C:28]2[C:22]3[N:21]4[CH:17]=[N:18][N:19]=[C:20]4[CH:25]=[N:24][C:23]=3[NH:26][CH:27]=2)[CH2:3][CH2:4]1)([CH3:13])([CH3:15])[CH3:14] |f:2.3,4.5.6|. Reactants: NC1=C(C=C(C=C1)C(C)=O)SC1=C(C=C(C=C1)F)F (4'-amino-3'-(2,4-difluorophenylthio)acetophenone), N1=CC=CC=C1 (pyridine), [Cl-].[Cl-].IC1=CC=CC=C1 (iodobenzene dichloride). Solvent: O1CCCC1 (tetrahydrofuran). Run at time 1.5 hour. The product is NC1=C(C=C(C=C1SC1=C(C=C(C=C1)F)F)C(C)=O)Cl (4'-amino-3'-chloro-5'-(2,4-difluorophenylthio)acetophenone). Yield: 75.7%. RXN SMILES: [NH2:1][C:2]1[CH:7]=[CH:6][C:5]([C:8](=[O:10])[CH3:9])=[CH:4][C:3]=1[S:11][C:12]1[CH:17]=[CH:16][C:15]([F:18])=[CH:14][C:13]=1[F:19].N1C=CC=CC=1.[Cl-:26].[Cl-].IC1C=CC=CC=1>O1CCCC1>[NH2:1][C:2]1[C:3]([S:11][C:12]2[CH:17]=[CH:16][C:15]([F:18])=[CH:14][C:13]=2[F:19])=[CH:4][C:5]([C:8](=[O:10])[CH3:9])=[CH:6][C:7]=1[Cl:26] |f:2.3.4|. Reported procedure: A mixture of 4'-amino-3'-(2,4-difluorophenylthio)acetophenone (2 g), pyridine (0.623 g) and iodobenzene dichloride (2.7 g) in tetrahydrofuran (20 ml) was stirred for 1.5 hours at 0° to 5° C. The mixture was concentrated to dryness. The residue was dissolved in ethyl acetate, washed with water and an aqueous solution of sodium hydrogensulfite successively, dried, and evaporated. The solid residue was washed with a mixture of hexane and ethanol to give 4'-amino-3'-chloro-5'-(2,4-difluorophenylthio... Reactants: COC(=O)C1CC(O)C(NC(=O)c2ccc(Cl)s2)C1, Nc1ccc(-n2ccccc2=O)cc1. Product: O=C(NC1CC(C(=O)Nc2ccc(-n3ccccc3=O)cc2)CC1O)c1ccc(Cl)s1. As a reaction SMILES: [CH3:1][O:2][C:3](=[O:4])[CH:5]1[CH2:6][CH:7]([NH:11][C:12](=[O:13])[c:14]2[s:15][c:16]([Cl:19])[cH:17][cH:18]2)[CH:8]([OH:10])[CH2:9]1.[NH2:20][c:21]1[cH:22][cH:23][c:24](-[n:27]2[c:28](=[O:33])[cH:29][cH:30][cH:31][cH:32]2)[cH:25][cH:26]1>>[C:3](=[O:4])([CH:5]1[CH2:6][CH:7]([NH:11][C:12](=[O:13])[c:14]2[s:15][c:16]([Cl:19])[cH:17][cH:18]2)[CH:8]([OH:10])[CH2:9]1)[NH:20][c:21]1[cH:22][cH:23][c:24](-[n:27]2[c:28](=[O:33])[cH:29][cH:30][cH:31][cH:32]2)[cH:25][cH:26]1.